Dataset: the Open Reaction Database (ORD), a public repository of structured organic reaction records. Task: describe an organic reaction: reactants, conditions, products, and yield Starting materials: CC(C)OC(C)C, CC(=O)c1cccc([N+](=O)[O-])c1, O=S(=O)(Cl)Cl. Yields the product O=C(CCl)c1cccc([N+](=O)[O-])c1. Reaction SMILES: [CH:18]([O:19][CH:20]([CH3:21])[CH3:22])([CH3:23])[CH3:24].[N+:1](=[O:2])([O-:3])[c:4]1[cH:5][c:6]([C:10]([CH3:11])=[O:12])[cH:7][cH:8][cH:9]1.[S:13]([Cl:14])(=[O:15])([Cl:16])=[O:17]>>[N+:1](=[O:2])([O-:3])[c:4]1[cH:5][c:6]([C:10]([CH2:11][Cl:16])=[O:12])[cH:7][cH:8][cH:9]1.